Dataset: the Open Reaction Database (ORD), a public repository of structured organic reaction records. Task: describe an organic reaction: reactants, conditions, products, and yield The reactants are C(C)(C)(C)OC(NC1=C(C=C(C(=C1)OCC)C(F)(F)F)NC(CC(=O)C1=CC(=CC=C1)C1=CC(=NC=C1)C1CCCC1)=O)=O ((2-{3-[3-(2-cyclopentyl-pyridin-4-yl)-phenyl]-3-oxo-propionylamino}-5-ethoxy-4-trifluoromethyl-phenyl)-carbamic acid tert-butyl ester), C(=O)(C(F)(F)F)O (TFA). Solvent: C(Cl)Cl (CH2Cl2). Yields the product C1(CCCC1)C1=NC=CC(=C1)C=1C=C(C=CC1)C1=NC2=C(NC(C1)=O)C=C(C(=C2)OCC)C(F)(F)F (4-[3-(2-Cyclopentyl-pyridin-4-yl)-phenyl]-7-ethoxy-8-trifluoromethyl-1,3-dihydro-benzo[b][1,4]diazepin-2-one), solid. The yield is 68.0%. Reaction SMILES: C(OC(=O)[NH:7][C:8]1[CH:13]=[C:12]([O:14][CH2:15][CH3:16])[C:11]([C:17]([F:20])([F:19])[F:18])=[CH:10][C:9]=1[NH:21][C:22](=[O:43])[CH2:23][C:24]([C:26]1[CH:31]=[CH:30][CH:29]=[C:28]([C:32]2[CH:37]=[CH:36][N:35]=[C:34]([CH:38]3[CH2:42][CH2:41][CH2:40][CH2:39]3)[CH:33]=2)[CH:27]=1)=O)(C)(C)C.C(O)(C(F)(F)F)=O>C(Cl)Cl>[CH:38]1([C:34]2[CH:33]=[C:32]([C:28]3[CH:27]=[C:26]([C:24]4[CH2:23][C:22](=[O:43])[NH:21][C:9]5[CH:10]=[C:11]([C:17]([F:20])([F:18])[F:19])[C:12]([O:14][CH2:15][CH3:16])=[CH:13][C:8]=5[N:7]=4)[CH:31]=[CH:30][CH:29]=3)[CH:37]=[CH:36][N:35]=2)[CH2:39][CH2:40][CH2:41][CH2:42]1. Procedure: The title compound was prepared from (2-{3-[3-(2-cyclopentyl-pyridin-4-yl)-phenyl]-3-oxo-propionylamino}-5-ethoxy-4-trifluoromethyl-phenyl)-carbamic acid tert-butyl ester (Example M273) (360 mg, 0.589 mmol) by treatment with TFA in CH2Cl2 according to the general procedure N. Obtained as a yellow solid (198 mg, 68%). The reactants are Cl (HCl), C(C1=CC=CC=C1)OC=1C=C(C(=O)OC)C=CC1 (methyl 3-benzyloxybenzoate), [OH-].[Na+] (NaOH), ice water. The solvent is COCCOC (1,2-dimethoxyethane). Yields the product C(C1=CC=CC=C1)OC=1C=C(C(=O)O)C=CC1 (3-benzyloxybenzoic acid). The yield is 97.7%. RXN SMILES: [CH2:1]([O:8][C:9]1[CH:10]=[C:11]([CH:16]=[CH:17][CH:18]=1)[C:12]([O:14]C)=[O:13])[C:2]1[CH:7]=[CH:6][CH:5]=[CH:4][CH:3]=1.[OH-].[Na+].Cl>COCCOC>[CH2:1]([O:8][C:9]1[CH:10]=[C:11]([CH:16]=[CH:17][CH:18]=1)[C:12]([OH:14])=[O:13])[C:2]1[CH:3]=[CH:4][CH:5]=[CH:6][CH:7]=1 |f:1.2|. Reported procedure: A solution of methyl 3-benzyloxybenzoate (38.0 g) and 5N NaOH solution (207 ml) in 1,2-dimethoxyethane (207 ml) was stirred at room temperature for 3 hours 30 minutes and at 100° C. for 1 hour 20 minutes. The reaction mixture was cooled with ice water, mixed with 6N HCl (1.1 mole), and extracted with diethyl ether. The extract was washed with brine, dried over MgSO4, and evaporated in vacuo to afford 3-benzyloxybenzoic acid (34.96 g) as a colorless powder.